Dataset: the Open Reaction Database (ORD), a public repository of structured organic reaction records. Task: describe an organic reaction: reactants, conditions, products, and yield Reactants: ClC1=NC(=C2N=C(N(C2=N1)CC)I)N1[C@H](COCC1)C ((S)-4-(2-chloro-9-ethyl-8-iodo-9H-purin-6-yl)-3-methyl-morpholine), ClCCl (dichloromethane), CC1(OB(OC1(C)C)C=1C=NC=NC1)C (5-(4,4,5,5-tetramethyl-1,3,2-dioxaborolan-2-yl)pyrimidine), P(=O)([O-])([O-])[O-].[K+].[K+].[K+] (potassium phosphate). The reagents and catalysts are C1(=CC=CC=C1)P([C-]1C=CC=C1)C1=CC=CC=C1.[C-]1(C=CC=C1)P(C1=CC=CC=C1)C1=CC=CC=C1.[Fe+2] (1,1′-bis(diphenylphosphino)ferrocene), Cl[Pd]Cl (dichloropalladium (II)). Conditions: temperature 120 celsius. The product is ClC1=NC(=C2N=C(N(C2=N1)CC)C=1C=NC=NC1)N1[C@H](COCC1)C ((S)-4-(2-chloro-9-ethyl-8-(pyrimidin-5-yl)-9H-purin-6-yl)-3-methylmorpholine). The yield is 77.4%. As a reaction SMILES: [Cl:1][C:2]1[N:10]=[C:9]2[C:5]([N:6]=[C:7](I)[N:8]2[CH2:11][CH3:12])=[C:4]([N:14]2[CH2:19][CH2:18][O:17][CH2:16][C@@H:15]2[CH3:20])[N:3]=1.CC1(C)C(C)(C)OB([C:29]2[CH:30]=[N:31][CH:32]=[N:33][CH:34]=2)O1.P([O-])([O-])([O-])=O.[K+].[K+].[K+].ClCCl>C1(P(C2C=CC=CC=2)[C-]2C=CC=C2)C=CC=CC=1.[C-]1(P(C2C=CC=CC=2)C2C=CC=CC=2)C=CC=C1.[Fe+2].Cl[Pd]Cl>[Cl:1][C:2]1[N:10]=[C:9]2[C:5]([N:6]=[C:7]([C:29]3[CH:30]=[N:31][CH:32]=[N:33][CH:34]=3)[N:8]2[CH2:11][CH3:12])=[C:4]([N:14]2[CH2:19][CH2:18][O:17][CH2:16][C@@H:15]2[CH3:20])[N:3]=1 |f:2.3.4.5,7.8.9|. Procedure details: In a 5-mL microwave vessel equipped with a stirbar was placed (S)-4-(2-chloro-9-ethyl-8-iodo-9H-purin-6-yl)-3-methyl-morpholine (30 mg, 0.074 mmol), 5-(4,4,5,5-tetramethyl-1,3,2-dioxaborolan-2-yl)pyrimidine (22.7 mg, 0.110 mmol, 1.5 eq.), potassium phosphate (46.9 mg, 0.22 mmol, 3.0 eq.), 1,1′-bis(diphenylphosphino)ferrocene]dichloropalladium (II), complex with dichloromethane (1:1) (3.0 mg, 0.0037 mmol, 0.05 eq.), and degassed 1,4-dioxane (3.0 mL). The microwave tube was capped, and the reactio...